This data is from the Open Reaction Database (ORD), a public repository of structured organic reaction records. The task is: describe an organic reaction: reactants, conditions, products, and yield Reactants: C1CCOC1, [Li]CCCC, CCC(=O)CC, C[Si](C)(C)Cl, Nc1nncs1. Product: CCC(O)(CC)c1nnc(N)s1. As a reaction SMILES: [CH2:23]1[O:24][CH2:25][CH2:26][CH2:27]1.[CH2:7]([Li:8])[CH2:9][CH2:10][CH3:11].[CH3:17][CH2:18][C:19]([CH2:20][CH3:21])=[O:22].[Cl:12][Si:13]([CH3:14])([CH3:15])[CH3:16].[NH2:1][c:2]1[s:3][cH:4][n:5][n:6]1>>[NH2:1][c:2]1[s:3][c:4]([C:19]([CH2:18][CH3:17])([CH2:20][CH3:21])[OH:22])[n:5][n:6]1. Yield: 75.4%. Reaction conditions: time 40 minute. Solvent: O1CCCC1 (tetrahydrofuran), oil. Procedure details: To a solution of tert-butyl 3-oxobutanoate (20.0 g) in tetrahydrofuran (200 mL) was added 60% sodium hydride in oil (556 g) portionwise over 20 minutes in an ice-water bath under N2. After 40 minutes, to the mixture was added ethyl 5-iodopentanoate (35.6 g) at the temperature. After 15 minutes, the mixture was stirred at ambient temperature. After 1 hour, the reaction mixture was heated at 50° C. for 24 hours. The cooled mixture was partitioned between ethyl acetate and water. The aqueous layer ... Starting materials: ICCCCC(=O)OCC (ethyl 5-iodopentanoate), O=C(CC(=O)OC(C)(C)C)C (tert-butyl 3-oxobutanoate), [H-].[Na+] (sodium hydride). As a reaction SMILES: [O:1]=[C:2]([CH3:11])[CH2:3][C:4]([O:6][C:7]([CH3:10])([CH3:9])[CH3:8])=[O:5].[H-].[Na+].I[CH2:15][CH2:16][CH2:17][CH2:18][C:19]([O:21][CH2:22][CH3:23])=[O:20]>O1CCCC1>[C:2]([CH:3]([CH2:15][CH2:16][CH2:17][CH2:18][C:19]([O:21][CH2:22][CH3:23])=[O:20])[C:4]([O:6][C:7]([CH3:10])([CH3:9])[CH3:8])=[O:5])(=[O:1])[CH3:11] |f:1.2|. The product is C(C)(=O)C(C(=O)OC(C)(C)C)CCCCC(=O)OCC (1-tert-butyl 7-ethyl 2-acetylheptanedioate). The reactants are O1CCN(CC1)C1=CC=C(C=C1)C1=CC2=NC=CN=C2C(=N1)N1C[C@H](CC1)CO ((S)-(1-(7-(4-morpholinophenyl)pyrido[4,3-b]pyrazin-5-yl)pyrrolidin-3-yl)methanol), O1CCN(CC1)C1=CC=C(C=C1)C1=CC2=NC=CN=C2C(=N1)N1C[C@H](CC1)CO ((S)-(1-(7-(4-morpholinophenyl)pyrido[4,3-b]pyrazin-5-yl)pyrrolidin-3-yl)methanol), CS(=O)(=O)Cl (MsCl), TEA. Solvent: C1CCOC1 (THF). Conditions: time 4 hour. Yields the product CS(=O)(=O)OC[C@@H]1CN(CC1)C1=NC(=CC2=NC=CN=C21)C2=CC=C(C=C2)N2CCOCC2 ((S)-(1-(7-(4-morpholinophenyl)pyrido[4,3-b]pyrazin-5-yl)pyrrolidin-3-yl)methyl methanesulfonate). As a reaction SMILES: [O:1]1[CH2:6][CH2:5][N:4]([C:7]2[CH:12]=[CH:11][C:10]([C:13]3[N:22]=[C:21]([N:23]4[CH2:27][CH2:26][C@H:25]([CH2:28][OH:29])[CH2:24]4)[C:20]4[C:15](=[N:16][CH:17]=[CH:18][N:19]=4)[CH:14]=3)=[CH:9][CH:8]=2)[CH2:3][CH2:2]1.[CH3:30][S:31](Cl)(=[O:33])=[O:32]>C1COCC1>[CH3:30][S:31]([O:29][CH2:28][C@H:25]1[CH2:26][CH2:27][N:23]([C:21]2[C:20]3[C:15](=[N:16][CH:17]=[CH:18][N:19]=3)[CH:14]=[C:13]([C:10]3[CH:11]=[CH:12][C:7]([N:4]4[CH2:3][CH2:2][O:1][CH2:6][CH2:5]4)=[CH:8][CH:9]=3)[N:22]=2)[CH2:24]1)(=[O:33])=[O:32]. Procedure: To a solution of (S)-(1-(7-(4-morpholinophenyl)pyrido[4,3-b]pyrazin-5-yl)pyrrolidin-3-yl)methanol (compound 163, 500 mg, 1.27 mmol) in THF (15 mL) were added MsCl (200 mg, 1.6 mmol) and TEA (370 mg, 3.7 mmol). The mixture was stirred for 4 hours at room temperature and concentrated in vacuo. The residue was washed by H2O and EtOAc to give the title compound. MS (m/z): 470 (M+H)+